Dataset: the Open Reaction Database (ORD), a public repository of structured organic reaction records. Task: describe an organic reaction: reactants, conditions, products, and yield Starting materials: C(C1=CC=CC=C1)OC(=O)N[C@@H](C)C1=CCC(=CC1)OC ((1S)-1-(1-benzyloxycarbonylamino-ethyl]-4-methoxy-1,4-cyclohexadiene), Cl (HCl). Run in C(C)(=O)OCC (ethyl acetate), C(C)(=O)OCC (ethyl acetate). Product: C(C1=CC=CC=C1)OC(=O)N[C@@H](C)C1=CCC(CC1)=O (4-[(1S)-1-benzyloxycarbonylamino-ethyl]-cyclohex-3-en-1-one). RXN SMILES: [CH2:1]([O:8][C:9]([NH:11][C@H:12]([C:14]1[CH2:19][CH:18]=[C:17]([O:20]C)[CH2:16][CH:15]=1)[CH3:13])=[O:10])[C:2]1[CH:7]=[CH:6][CH:5]=[CH:4][CH:3]=1.Cl>C(OCC)(=O)C>[CH2:1]([O:8][C:9]([NH:11][C@H:12]([C:14]1[CH2:19][CH2:18][C:17](=[O:20])[CH2:16][CH:15]=1)[CH3:13])=[O:10])[C:2]1[CH:3]=[CH:4][CH:5]=[CH:6][CH:7]=1. Reported procedure: To a vigorously stirred solution of the above diene (32) (44.2 g) in ethyl acetate (250 mL) was added aqueous 1N HCl (250 mL). After stirring for 1 h the ethyl acetate phase was removed, washed with saturated NaCl, dried over MgSO4 and evaporated. The product (33) was obtained by flash chromatography on silica gel eluted with 35% ethyl acetate in n-hexane (39.69 g, 91%). TLC Rf 0.51 (30% ethyl acetate, n-hexane); 1H NMR (CDCl3)δ1.25(3H, d, J=7 Hz), 2.44(4H, br s), 2.88(2H, br s), 4.35(1H, q), 4.... Starting materials: FC(OC=1C(=C(C=CC1OC)C=1C=C2COC(C2=CC1)=O)O)F (5-(3-(difluoromethoxy)-2-hydroxy-4-methoxyphenyl)isobenzofuran-1(3H)-one), C([O-])([O-])=O.[K+].[K+] (potassium carbonate), C(C)I (ethyl iodide). Run in C(C)#N (acetonitrile). Reaction conditions: temperature 70 celsius. Product: FC(OC=1C(=C(C=CC1OC)C=1C=C2COC(C2=CC1)=O)OCC)F (5-(3-Difluoromethoxy-2-ethoxy-4-methoxy-phenyl)-3H-isobenzofuran-1-one). Isolated yield 23.2%. Reaction SMILES: [F:1][CH:2]([F:23])[O:3][C:4]1[C:5]([OH:22])=[C:6]([C:12]2[CH:13]=[C:14]3[C:18](=[CH:19][CH:20]=2)[C:17](=[O:21])[O:16][CH2:15]3)[CH:7]=[CH:8][C:9]=1[O:10][CH3:11].C(=O)([O-])[O-].[K+].[K+].[CH2:30](I)[CH3:31]>C(#N)C>[F:23][CH:2]([F:1])[O:3][C:4]1[C:5]([O:22][CH2:30][CH3:31])=[C:6]([C:12]2[CH:13]=[C:14]3[C:18](=[CH:19][CH:20]=2)[C:17](=[O:21])[O:16][CH2:15]3)[CH:7]=[CH:8][C:9]=1[O:10][CH3:11] |f:1.2.3|. Reported procedure: To a stirring solution of 5-(3-(difluoromethoxy)-2-hydroxy-4-methoxyphenyl)isobenzofuran-1(3H)-one (80 mg, 0.246 mmol) in acetonitrile (10 mL) was added potassium carbonate (102 mg, 0.738 mmol) and ethyl iodide (153 mg, 0.98 mmol) and the resultant reaction mixture was heated to 70° C. for 16 h. The reaction mixture was cooled to RT, filtered through celite and the filtrate was concentrated under reduced pressure. The obtained residue was purified by column chromatography (silica gel, 0-15% ethy... Starting materials: O=C1CCC(=O)N1Br, ClC(Cl)(Cl)Cl, COC=C(Oc1cccc(C)c1)C(=O)OC, CC(C)(C#N)N=NC(C)(C)C#N. The product is COC=C(Oc1cccc(CBr)c1)C(=O)OC. As a reaction SMILES: [Br:17][N:18]1[C:19](=[O:20])[CH2:21][CH2:22][C:23]1=[O:24].[C:37]([Cl:38])([Cl:39])([Cl:40])[Cl:41].[CH3:1][c:2]1[cH:3][c:4]([O:5][C:6]([C:7](=[O:8])[O:9][CH3:10])=[CH:11][O:12][CH3:13])[cH:14][cH:15][cH:16]1.[N:25]#[C:26][C:27]([N:28]=[N:29][C:30]([C:31]#[N:32])([CH3:33])[CH3:34])([CH3:35])[CH3:36]>>[CH2:1]([c:2]1[cH:3][c:4]([O:5][C:6]([C:7](=[O:8])[O:9][CH3:10])=[CH:11][O:12][CH3:13])[cH:14][cH:15][cH:16]1)[Br:17]. Starting materials: N(N)C1=CC(N(C(N1CC(C)C)=O)C)=O (6-hydrazino-1-isobutyl-3-methylpyrimidine-2,4(1H,3H)-dione), C1(=CC=CC2=CC=CC=C12)C=O (1-naphthaldehyde), C(C1=CC=NC=C1)=O (isonicotinaldehyde). Yields the product C(C(C)C)N1C(N(C(C=2C1=NN(C2C2=CC=NC=C2)CC2=CC=CC1=CC=CC=C21)=O)C)=O (7-isobutyl-5-methyl-2-(1-naphthylmethyl)-3-pyridin-4-yl-2H-pyrazolo[3,4-d]pyrimidine-4,6(5H,7H)-dione). Reaction SMILES: [NH:1]([C:3]1[N:8]([CH2:9][CH:10]([CH3:12])[CH3:11])[C:7](=[O:13])[N:6]([CH3:14])[C:5](=[O:15])[CH:4]=1)[NH2:2].[C:16]1([CH:26]=O)[C:25]2[C:20](=[CH:21][CH:22]=[CH:23][CH:24]=2)[CH:19]=[CH:18][CH:17]=1.[CH:28](=O)[C:29]1[CH:34]=[CH:33][N:32]=[CH:31][CH:30]=1>>[CH2:9]([N:8]1[C:3]2=[N:1][N:2]([CH2:26][C:16]3[C:25]4[C:20](=[CH:21][CH:22]=[CH:23][CH:24]=4)[CH:19]=[CH:18][CH:17]=3)[C:28]([C:29]3[CH:34]=[CH:33][N:32]=[CH:31][CH:30]=3)=[C:4]2[C:5](=[O:15])[N:6]([CH3:14])[C:7]1=[O:13])[CH:10]([CH3:11])[CH3:12]. Reported procedure: This compound was made following the procedure described above, starting with 6-hydrazino-1-isobutyl-3-methylpyrimidine-2,4(1H,3H)-dione, and condensing first with 1-naphthaldehyde, followed by isonicotinaldehyde. Mass: 439.79 (M+H).